Dataset: the Open Reaction Database (ORD), a public repository of structured organic reaction records. Task: describe an organic reaction: reactants, conditions, products, and yield Starting materials: C[C@@]12[C@H](CC[C@H]1[C@H]1CCC=3C=C(C=C(C3[C@H]1CC2)O)O)O (8α -estra-1,3,5(10)-triene-1,3,17β-triol), C(CCC)Br (n-butyl bromide). The product is C(CCC)OC1=CC(=CC=2CC[C@@H]3[C@@H]4CC[C@@H]([C@@]4(C)CC[C@@H]3C12)O)OCCCC (1,3-Bis(butoxy)-8α-estra-1,3,5(10)-trien-17β-ol). As a reaction SMILES: [CH3:1][C@:2]12[CH2:18][CH2:17][C@H:16]3[C@H:7]([CH2:8][CH2:9][C:10]4[CH:11]=[C:12]([OH:20])[CH:13]=[C:14]([OH:19])[C:15]=43)[C@@H:6]1[CH2:5][CH2:4][C@@H:3]2[OH:21].[CH2:22](Br)[CH2:23][CH2:24][CH3:25]>>[CH2:22]([O:19][C:14]1[C:15]2[C@@H:16]3[C@@H:7]([C@H:6]4[C@@:2]([CH2:18][CH2:17]3)([CH3:1])[C@@H:3]([OH:21])[CH2:4][CH2:5]4)[CH2:8][CH2:9][C:10]=2[CH:11]=[C:12]([O:20][CH2:1][CH2:2][CH2:3][CH3:4])[CH:13]=1)[CH2:23][CH2:24][CH3:25]. Reported procedure: Analogously to Example 12, 500 mg. of 8α -estra-1,3,5(10)-triene-1,3,17β-triol is reacted with 1.5 ml. of n-butyl bromide and worked up. Yield: 230 mg. Reactants: COCCOCOc1c(Br)cc(CC(=O)OC)cc1C=O, CC#N, Cc1ccccc1, O=C(O)C(F)(F)F, [K+], [K+], O=C([O-])[O-], O, OB(O)c1ccccc1, c1ccc(P(c2ccccc2)(c2ccccc2)[Pd](P(c2ccccc2)(c2ccccc2)c2ccccc2)(P(c2ccccc2)(c2ccccc2)c2ccccc2)P(c2ccccc2)(c2ccccc2)c2ccccc2)cc1. Yields the product COCCOCOc1c(C=O)cc(CC(=O)OC)cc1-c1ccccc1. As a reaction SMILES: [CH3:1][O:2][C:3]([CH2:4][c:5]1[cH:6][c:7]([Br:20])[c:8]([O:13][CH2:14][O:15][CH2:16][CH2:17][O:18][CH3:19])[c:9]([CH:11]=[O:12])[cH:10]1)=[O:21].[CH3:31][C:32]#[N:33].[CH3:42][c:43]1[cH:44][cH:45][cH:46][cH:47][cH:48]1.[F:35][C:36]([F:37])([F:38])[C:39]([OH:40])=[O:41].[K+:49].[K+:50].[O-:51][C:52]([O-:53])=[O:54].[OH2:34].[OH:22][B:23]([OH:24])[c:25]1[cH:26][cH:27][cH:28][cH:29][cH:30]1.[cH:55]1[cH:56][cH:57][c:58]([P:59]([Pd:60]([P:61]([c:62]2[cH:63][cH:64][cH:65][cH:66][cH:67]2)([c:68]2[cH:69][cH:70][cH:71][cH:72][cH:73]2)[c:74]2[cH:75][cH:76][cH:77][cH:78][cH:79]2)([P:80]([c:81]2[cH:82][cH:83][cH:84][cH:85][cH:86]2)([c:87]2[cH:88][cH:89][cH:90][cH:91][cH:92]2)[c:93]2[cH:94][cH:95][cH:96][cH:97][cH:98]2)[P:99]([c:100]2[cH:101][cH:102][cH:103][cH:104][cH:105]2)([c:106]2[cH:107][cH:108][cH:109][cH:110][cH:111]2)[c:112]2[cH:113][cH:114][cH:115][cH:116][cH:117]2)([c:118]2[cH:119][cH:120][cH:121][cH:122][cH:123]2)[c:124]2[cH:125][cH:126][cH:127][cH:128][cH:129]2)[cH:130][cH:131]1>>[CH3:1][O:2][C:3]([CH2:4][c:5]1[cH:6][c:7](-[c:25]2[cH:26][cH:27][cH:28][cH:29][cH:30]2)[c:8]([O:13][CH2:14][O:15][CH2:16][CH2:17][O:18][CH3:19])[c:9]([CH:11]=[O:12])[cH:10]1)=[O:21].